This data is from the Open Reaction Database (ORD), a public repository of structured organic reaction records. The task is: describe an organic reaction: reactants, conditions, products, and yield The reactants are O=Cc1ccc(C(F)(F)F)cc1, NCc1ccc(-c2cccc3c2oc2ccccc23)cc1. Product: FC(F)(F)c1ccc(CNCc2ccc(-c3cccc4c3oc3ccccc34)cc2)cc1. RXN SMILES: [F:22][C:23]([c:24]1[cH:25][cH:26][c:27]([CH:28]=[O:29])[cH:30][cH:31]1)([F:32])[F:33].[cH:1]1[cH:2][cH:3][c:4](-[c:14]2[cH:15][cH:16][c:17]([CH2:20][NH2:21])[cH:18][cH:19]2)[c:5]2[o:6][c:7]3[c:8]([c:9]12)[cH:10][cH:11][cH:12][cH:13]3>>[cH:1]1[cH:2][cH:3][c:4](-[c:14]2[cH:15][cH:16][c:17]([CH2:20][NH:21][CH2:28][c:27]3[cH:26][cH:25][c:24]([C:23]([F:22])([F:32])[F:33])[cH:31][cH:30]3)[cH:18][cH:19]2)[c:5]2[o:6][c:7]3[c:8]([c:9]12)[cH:10][cH:11][cH:12][cH:13]3. The reactants are C1COCCO1, CCCCCC(C#CC=O)OC1CCCCO1. Yields the product CCCCCC(CCC=O)OC1CCCCO1. As a reaction SMILES: [O:18]1[CH2:19][CH2:20][O:21][CH2:22][CH2:23]1.[O:1]1[CH:2]([O:7][CH:8]([C:9]#[C:10][CH:11]=[O:12])[CH2:13][CH2:14][CH2:15][CH2:16][CH3:17])[CH2:3][CH2:4][CH2:5][CH2:6]1>>[O:1]1[CH:2]([O:7][CH:8]([CH2:9][CH2:10][CH:11]=[O:12])[CH2:13][CH2:14][CH2:15][CH2:16][CH3:17])[CH2:3][CH2:4][CH2:5][CH2:6]1. The reactants are CC(C(N)C1=C(C=CC=C1)CCN1CCCCC1)(N)C (1,1-dimethyl-2-[2-[2-(1-piperidinyl)ethyl]phenyl]-1,2-ethanediamine), Cl (hydrogen chloride). Solvent: CCOCC (ether). Product: Cl.Cl.CC(C(N)C1=C(C=CC=C1)CCN1CCCCC1)(N)C (1,1-Dimethyl-2-[2-[2-(1-piperidinyl)ethyl]phenyl]-1,2-ethanediamine, dihydrochloride). As a reaction SMILES: [CH3:1][C:2]([CH3:20])([NH2:19])[CH:3]([C:5]1[CH:10]=[CH:9][CH:8]=[CH:7][C:6]=1[CH2:11][CH2:12][N:13]1[CH2:18][CH2:17][CH2:16][CH2:15][CH2:14]1)[NH2:4].[ClH:21]>CCOCC>[ClH:21].[ClH:21].[CH3:1][C:2]([CH3:20])([NH2:19])[CH:3]([C:5]1[CH:10]=[CH:9][CH:8]=[CH:7][C:6]=1[CH2:11][CH2:12][N:13]1[CH2:18][CH2:17][CH2:16][CH2:15][CH2:14]1)[NH2:4] |f:3.4.5|. Reported procedure: To a solution of 1,1-dimethyl-2-[2-[2-(1-piperidinyl)ethyl]phenyl]-1,2-ethanediamine (2.7g) prepared as described in Example 3 in dry ether (50 ml) is added, with stirring and cooling, 10 ml of N ethereal hydrogen chloride solution, dropwise; the title compound separates out. The reactants are C[O-], Cc1ccccc1, COc1cc(C)c(C(=O)c2c(C(F)(F)F)ccnc2Cl)cc1OC, [Na+], O. Yields the product COc1cc(C)c(C(=O)c2c(C(F)(F)F)ccnc2OC)cc1OC. Reaction SMILES: [CH3:1][O-:2].[CH3:29][c:30]1[cH:31][cH:32][cH:33][cH:34][cH:35]1.[CH3:4][O:5][c:6]1[cH:7][c:8]([CH3:27])[c:9]([C:10](=[O:11])[c:12]2[c:13]([Cl:22])[n:14][cH:15][cH:16][c:17]2[C:18]([F:19])([F:20])[F:21])[cH:23][c:24]1[O:25][CH3:26].[Na+:3].[OH2:28]>>[CH3:1][O:2][c:13]1[c:12]([C:10]([c:9]2[c:8]([CH3:27])[cH:7][c:6]([O:5][CH3:4])[c:24]([O:25][CH3:26])[cH:23]2)=[O:11])[c:17]([C:18]([F:19])([F:20])[F:21])[cH:16][cH:15][n:14]1. The reactants are BrC=1N=C2C(=NC1)NC=C2C(C(C)(C)C)=O (1-(2-bromo-5H-pyrrolo[2,3-b]pyrazin-7-yl)-2,2-dimethyl-propan-1-one), C(C)(C)OC=1C=C(C=CC1)B(O)O (3-Isopropoxybenzeneboronic acid). The solvent is hexanes, CCOC(=O)C (EtOAc). Yields the product C(C)(C)OC=1C=C(C=CC1)C=1N=C2C(=NC1)NC=C2C(C(C)(C)C)=O (1-[2-(3-Isopropoxy-phenyl)-5H-pyrrolo[2,3-b]pyrazin-7-yl]-2,2-dimethyl-propan-1-one), yellow solid. The yield is 82.0%. RXN SMILES: Br[C:2]1[N:3]=[C:4]2[C:10]([C:11](=[O:16])[C:12]([CH3:15])([CH3:14])[CH3:13])=[CH:9][NH:8][C:5]2=[N:6][CH:7]=1.[CH:17]([O:20][C:21]1[CH:22]=[C:23](B(O)O)[CH:24]=[CH:25][CH:26]=1)([CH3:19])[CH3:18]>CCOC(C)=O>[CH:17]([O:20][C:21]1[CH:26]=[C:25]([C:2]2[N:3]=[C:4]3[C:10]([C:11](=[O:16])[C:12]([CH3:15])([CH3:14])[CH3:13])=[CH:9][NH:8][C:5]3=[N:6][CH:7]=2)[CH:24]=[CH:23][CH:22]=1)([CH3:19])[CH3:18]. Procedure: 1-[2-(3-Isopropoxy-phenyl)-5H-pyrrolo[2,3-b]pyrazin-7-yl]-2,2-dimethyl-propan-1-one was prepared starting from 1-(2-bromo-5H-pyrrolo[2,3-b]pyrazin-7-yl)-2,2-dimethyl-propan-1-one and 3-Isopropoxybenzeneboronic acid following general procedures as described in these Examples. Silica gel chromatography using 30-70% EtOAc in hexanes as eluant provided 140 mg (82%) of a yellow solid. MP 149-150° C., M+H=338 The solvent is CN(C)C=O (DMF). Procedure details: To a solution of (S)-1-(tert-butoxycarbonyl)-2,5-dihydro-1H-pyrrole-2-carboxylic acid (10 g, 46.9 mmol) in DMF (249 mL) cooled at 0° C. were added cesium carbonate (16.8 g, 51.6 mmol) then benzyl bromide (6.69 mL, 56.3 mmol) and the mixture was allowed to warm up to RT overnight. The reaction mixture was quenched with water (500 mL) and extracted with ethyl acetate (3×200 mL). The organic layers were combined and washed with brine, dried (Na2SO4), filtered and concentrated. The crude residue was... The reactants are C([O-])([O-])=O.[Cs+].[Cs+] (cesium carbonate), C(C)(C)(C)OC(=O)N1[C@@H](C=CC1)C(=O)O ((S)-1-(tert-butoxycarbonyl)-2,5-dihydro-1H-pyrrole-2-carboxylic acid), C(C1=CC=CC=C1)Br (benzyl bromide). The product is C(C)(C)(C)OC(=O)N1[C@@H](C=CC1)C(=O)OCC1=CC=CC=C1 ((S)-2,5-Dihydro-pyrrole-1,2-dicarboxylic acid 2-benzyl ester 1-tert-butyl ester). RXN SMILES: [C:1]([O:5][C:6]([N:8]1[CH2:12][CH:11]=[CH:10][C@H:9]1[C:13]([OH:15])=[O:14])=[O:7])([CH3:4])([CH3:3])[CH3:2].C(=O)([O-])[O-].[Cs+].[Cs+].[CH2:22](Br)[C:23]1[CH:28]=[CH:27][CH:26]=[CH:25][CH:24]=1>CN(C=O)C>[C:1]([O:5][C:6]([N:8]1[CH2:12][CH:11]=[CH:10][C@H:9]1[C:13]([O:15][CH2:22][C:23]1[CH:28]=[CH:27][CH:26]=[CH:25][CH:24]=1)=[O:14])=[O:7])([CH3:4])([CH3:2])[CH3:3] |f:1.2.3|. The reactants are C(=O)(N1C=NC=C1)N1C=NC=C1 (carbonyldiimidazole), N1(CCCC1)CC#CC(=O)O (4-(1-pyrrolidinyl)tetrolic acid), NC1=NC2=C(C(=NC1)C1=CC=C(C=C1)C)C=C(C(=C2)SCC)CC (2-amino-8-ethylthio-7-ethyl-5-(p-methylphenyl)-3H-1,4-benzodiazepine). Run in O1CCCC1.CN(C=O)C (tetrahydrofuran dimethylformamide). Yields the product C(C)SC1=CC2=C(C(=NCC=3N2C(=CC(N3)=O)CN3CCCC3)C3=CC=C(C=C3)C)C=C1CC (10-ethylthio-9-ethyl-1-(1-pyrrolidinylmethyl)-7-(p-methylphenyl)pyrimido[1,2-a][1,4]benzodiazepin-3(5H)-one). Reaction SMILES: C(N1C=CN=C1)(N1C=CN=C1)=O.[N:13]1([CH2:18][C:19]#[C:20][C:21]([OH:23])=O)[CH2:17][CH2:16][CH2:15][CH2:14]1.[NH2:24][C:25]1[CH2:31][N:30]=[C:29]([C:32]2[CH:37]=[CH:36][C:35]([CH3:38])=[CH:34][CH:33]=2)[C:28]2[CH:39]=[C:40]([CH2:46][CH3:47])[C:41]([S:43][CH2:44][CH3:45])=[CH:42][C:27]=2[N:26]=1>O1CCCC1.CN(C)C=O>[CH2:44]([S:43][C:41]1[C:40]([CH2:46][CH3:47])=[CH:39][C:28]2[C:29]([C:32]3[CH:37]=[CH:36][C:35]([CH3:38])=[CH:34][CH:33]=3)=[N:30][CH2:31][C:25]3[N:26]([C:19]([CH2:18][N:13]4[CH2:14][CH2:15][CH2:16][CH2:17]4)=[CH:20][C:21](=[O:23])[N:24]=3)[C:27]=2[CH:42]=1)[CH3:45] |f:3.4|. Procedure details: In the manner given in Example 21, carbonyldiimidazole, 4-(1-pyrrolidinyl)tetrolic acid, and 2-amino-8-ethylthio-7-ethyl-5-(p-methylphenyl)-3H-1,4-benzodiazepine was stirred in tetrahydrofuran-dimethylformamide to give 10-ethylthio-9-ethyl-1-(1-pyrrolidinylmethyl)-7-(p-methylphenyl)pyrimido[1,2-a][1,4]benzodiazepin-3(5H)-one.